This data is from the Open Reaction Database (ORD), a public repository of structured organic reaction records. The task is: describe an organic reaction: reactants, conditions, products, and yield The reactants are C(C)(=O)OC=1C(=C2CCC(OC2=C(C1C)C)(C)O)C ((±)-6-acetoxy-2-hydroxy-2,5,7,8-tetra- methylchroman), C(C)(=O)OC1(OC2=C(C(=C(C(=C2CC1C)C)OC(C)=O)C)C)C ((±)-methyl-(6-acetoxy-2, 5,7,8-tetramethylchroman-2-yl) acetate), [H-].[Na+] (sodium hydride), COC(=O)CP(=O)(OC)OC (trimethyl phosphonoacetate), [OH-].[Na+] (NaOH). The solvent is O1CCCC1 (tetrahydrofuran), C(C)O (ethanol), O1CCCC1 (tetrahydrofuran). Conditions: time 0.25 hour. Yields the product OC=1C(=C2CCC(OC2=C(C1C)C)(C)CC(=O)O)C ((±) -(6-hydroxy-2,5,7,8- tetramethylchroman-2-yl) acetic acid). RXN SMILES: [H-].[Na+].C[O:4][C:5]([CH2:7]P(OC)(OC)=O)=[O:6].C([O:17][C:18]1[C:19]([CH3:32])=[C:20]2[C:25](=[C:26]([CH3:29])[C:27]=1[CH3:28])[O:24][C:23](O)([CH3:30])[CH2:22][CH2:21]2)(=O)C.C(OC1(C)C(C)CC2C(=C(C)C(C)=C(OC(=O)C)C=2C)O1)(=O)C.[OH-].[Na+]>O1CCCC1.C(O)C>[OH:17][C:18]1[C:19]([CH3:32])=[C:20]2[C:25](=[C:26]([CH3:29])[C:27]=1[CH3:28])[O:24][C:23]([CH2:7][C:5]([OH:4])=[O:6])([CH3:30])[CH2:22][CH2:21]2 |f:0.1,5.6|. Procedure: In a dried flask under N 2, a suspension of 47.2 g (1.10 mol) of 56 percent by weight sodium hydride in mineral oil in 1000 ml of tetrahydrofuran was stirred as 209.4 g (1.15 mol) of trimethyl phosphonoacetate was added over 2.25 hr. The white paste was stirred for 0.25 hr and then a solution of 132.2 g (0.50 mol) of (±)-6-acetoxy-2-hydroxy-2,5,7,8-tetra- methylchroman in 1000 ml of tetrahydrofuran was added over 0.50 hr. The pale yellow suspension was stirred at 23° C for 18 hours and then heat...